Dataset: the Open Reaction Database (ORD), a public repository of structured organic reaction records. Task: describe an organic reaction: reactants, conditions, products, and yield The reactants are Cl (HCl), C(CC(=O)C)(=O)OC (methyl acetoacetate), C(CCC)[Li] (butyllithium), C(CC)I (propyl iodide). Run in O (H2O), CCCCCC (hexane). Conditions: time 20 minute. Product: O=C(CC(=O)OC)CCCC (Methyl 3-oxoheptanoate). Yield: 61.0%. As a reaction SMILES: [C:1]([O:7][CH3:8])(=[O:6])[CH2:2][C:3]([CH3:5])=[O:4].[CH2:9]([Li])[CH2:10][CH2:11]C.C(I)CC.Cl>CCCCCC.O>[O:4]=[C:3]([CH2:5][CH2:9][CH2:10][CH3:11])[CH2:2][C:1]([O:7][CH3:8])=[O:6]. Reported procedure: After stirring for 20 minutes, 9.3 ml of methyl acetoacetate were dropped, stirring was continued for 30 minutes at 0° C. and further 54 ml of butyllithium 1.6M in hexane were dropped. After further 30 minutes 8.4 ml of propyl iodide were dropped into the dark orange solution. The temperature was allowed to raise to room temperature and after 30 minutes, 50 ml of 37% HCl diluted with 100 ml of H2O were continuously dropped while keeping the temperature under 15° C. The reaction mixture was extra... Starting materials: CC(=O)N(CCCCC#N)OCc1ccccc1, CO, ClC(Cl)Cl, N, [NH4+], [OH-]. Yields the product CC(=O)N(CCCCCN)OCc1ccccc1. Reaction SMILES: [C:1](#[N:2])[CH2:3][CH2:4][CH2:5][CH2:6][N:7]([C:8]([CH3:9])=[O:10])[O:11][CH2:12][c:13]1[cH:14][cH:15][cH:16][cH:17][cH:18]1.[CH3:19][OH:20].[Cl:24][CH:25]([Cl:26])[Cl:27].[NH3:23].[NH4+:21].[OH-:22]>>[CH2:1]([NH2:2])[CH2:3][CH2:4][CH2:5][CH2:6][N:7]([C:8]([CH3:9])=[O:10])[O:11][CH2:12][c:13]1[cH:14][cH:15][cH:16][cH:17][cH:18]1. Reactants: resultant mixture, CC1=C(C=CC=C1N)C1=CC=C(C=C1)C(F)(F)F (2-methyl-4′-(trifluoromethyl)-1,1′-biphenyl-3-ylamine), C(CCC)=O (butyraldehyde), C(C)(=O)O[BH-](OC(C)=O)OC(C)=O.[Na+] (sodium triacetoxyborohydride), C(C)(=O)O (acetic acid). The solvent is C(Cl)Cl (CH2Cl2). The product is C(CCC)NC=1C(=C(C=CC1)C1=CC=C(C=C1)C(F)(F)F)C (N-Butyl-N-[2-methyl-4′-(trifluoromethyl)-1,1′-biphenyl-3-yl]amine). Yield: 57.1%. RXN SMILES: [CH3:1][C:2]1[C:7]([NH2:8])=[CH:6][CH:5]=[CH:4][C:3]=1[C:9]1[CH:14]=[CH:13][C:12]([C:15]([F:18])([F:17])[F:16])=[CH:11][CH:10]=1.[CH:19](=O)[CH2:20][CH2:21][CH3:22].C(O[BH-](OC(=O)C)OC(=O)C)(=O)C.[Na+].C(O)(=O)C>C(Cl)Cl>[CH2:19]([NH:8][C:7]1[C:2]([CH3:1])=[C:3]([C:9]2[CH:14]=[CH:13][C:12]([C:15]([F:16])([F:17])[F:18])=[CH:11][CH:10]=2)[CH:4]=[CH:5][CH:6]=1)[CH2:20][CH2:21][CH3:22] |f:2.3|. Reported procedure: To a solution of 2-methyl-4′-(trifluoromethyl)-1,1′-biphenyl-3-ylamine (0.32 g, 1.26 mmol) in anhydrous CH2Cl2 (10 mL) under nitrogen at room temperature was added butyraldehyde (0.114 mL, 1.26 mmol), followed 10 min later by sodium triacetoxyborohydride (0.374 g, 1.76 mmol) and acetic acid (72 μL, 1.26 mmol). The resultant mixture was stirred for 22 h at room temperature. The reaction mixture was quenched with sat. NaHCO3 aq. (15 mL), then extracted with CH2Cl2 (2×20 mL). The organic solution w... The reactants are C(C)(=O)NCC1=COC2=C1C=CC=C2OCC(=O)OC (methyl (3-acetylaminomethylbenzofuran-7-yloxy)acetate), C(C1=CC=CC=C1)S(=O)(=O)Cl (benzylsulfonyl chloride), [OH-].[Na+] (sodium hydroxide), C([O-])([O-])=O.[K+].[K+] (potassium carbonate). Run in Cl (hydrochloric acid), Cl (hydrochloric acid). Reaction conditions: temperature 80 celsius, time 1 day. Product: C(C1=CC=CC=C1)S(=O)(=O)NCC1=COC2=C1C=CC=C2OCC(=O)O ((3-((benzylsulfonylamino)methyl)benzofuran-7-yloxy)acetic acid). Yield: 43.3%. As a reaction SMILES: C([NH:4][CH2:5][C:6]1[C:10]2[CH:11]=[CH:12][CH:13]=[C:14]([O:15][CH2:16][C:17]([O:19]C)=[O:18])[C:9]=2[O:8][CH:7]=1)(=O)C.[OH-].[Na+].C(=O)([O-])[O-].[K+].[K+].[CH2:29]([S:36](Cl)(=[O:38])=[O:37])[C:30]1[CH:35]=[CH:34][CH:33]=[CH:32][CH:31]=1>Cl>[CH2:29]([S:36]([NH:4][CH2:5][C:6]1[C:10]2[CH:11]=[CH:12][CH:13]=[C:14]([O:15][CH2:16][C:17]([OH:19])=[O:18])[C:9]=2[O:8][CH:7]=1)(=[O:38])=[O:37])[C:30]1[CH:35]=[CH:34][CH:33]=[CH:32][CH:31]=1 |f:1.2,3.4.5|. Procedure details: To 1N hydrochloric acid (10 ml), methyl (3-acetylaminomethylbenzofuran-7-yloxy)acetate (145 mg) was added and the obtained mixture was heated to reflux for 5 hours. To the reaction mixture, 2N aqueous sodium hydroxide solution (5 ml) was added to neutralize the mixture, and potassium carbonate (1.46 g) and benzylsulfonyl chloride (1.48 g) were added to the mixture, followed by stirring the resultant at 80° C. for one day and night. To the resulting mixture, 1N hydrochloric acid was added to neut... Reactants: CCOC(=O)c1cnc(N2CCC(NC(=O)c3nc(C(F)(F)F)c(C)[nH]3)C(OC)C2)s1, CO, Cl, [Na+], [OH-]. Product: COC1CN(c2ncc(C(=O)O)s2)CCC1NC(=O)c1nc(C(F)(F)F)c(C)[nH]1. RXN SMILES: [CH3:1][c:2]1[c:3]([C:28]([F:29])([F:30])[F:31])[n:4][c:5]([C:7](=[O:8])[NH:9][CH:10]2[CH:11]([O:26][CH3:27])[CH2:12][N:13]([c:16]3[s:17][c:18]([C:21](=[O:22])[O:23][CH2:24][CH3:25])[cH:19][n:20]3)[CH2:14][CH2:15]2)[nH:6]1.[CH3:35][OH:36].[ClH:34].[Na+:33].[OH-:32]>>[CH3:1][c:2]1[c:3]([C:28]([F:29])([F:30])[F:31])[n:4][c:5]([C:7](=[O:8])[NH:9][CH:10]2[CH:11]([O:26][CH3:27])[CH2:12][N:13]([c:16]3[s:17][c:18]([C:21](=[O:22])[OH:23])[cH:19][n:20]3)[CH2:14][CH2:15]2)[nH:6]1. Starting materials: IC1=CC=C(C=C1)C(F)(F)F (4-iodobenzotrifluoride), C(C)(C)[Mg]Cl (isopropylmagnesium chloride), Cl (HCl), BrC1=CC(OC(=C1)C(F)(F)F)=O (4-Bromo-6-trifluoromethyl-pyran-2-one). The reagents and catalysts are C=1C=CC(=CC1)[P](C=2C=CC=CC2)(C=3C=CC=CC3)[Pd]([P](C=4C=CC=CC4)(C=5C=CC=CC5)C=6C=CC=CC6)([P](C=7C=CC=CC7)(C=8C=CC=CC8)C=9C=CC=CC9)[P](C=1C=CC=CC1)(C=1C=CC=CC1)C=1C=CC=CC1 (Pd(PPh3)4), [Cl-].[Cl-].[Zn+2] (ZnCl2). Solvent: C1CCOC1 (THF). Reaction conditions: time 60 minute. Yields the product FC(C1=CC(=CC(O1)=O)C1=CC=C(C=C1)C(F)(F)F)(F)F (6-Trifluoromethyl-4-(4-trifluoromethyl-phenyl)-pyran-2-one). The yield is 100.6%. Reaction SMILES: I[C:2]1[CH:7]=[CH:6][C:5]([C:8]([F:11])([F:10])[F:9])=[CH:4][CH:3]=1.C([Mg]Cl)(C)C.Br[C:18]1[CH:23]=[C:22]([C:24]([F:27])([F:26])[F:25])[O:21][C:20](=[O:28])[CH:19]=1.Cl>C1COCC1.[Cl-].[Cl-].[Zn+2].C1C=CC([P]([Pd]([P](C2C=CC=CC=2)(C2C=CC=CC=2)C2C=CC=CC=2)([P](C2C=CC=CC=2)(C2C=CC=CC=2)C2C=CC=CC=2)[P](C2C=CC=CC=2)(C2C=CC=CC=2)C2C=CC=CC=2)(C2C=CC=CC=2)C2C=CC=CC=2)=CC=1>[F:27][C:24]([F:25])([F:26])[C:22]1[O:21][C:20](=[O:28])[CH:19]=[C:18]([C:2]2[CH:7]=[CH:6][C:5]([C:8]([F:11])([F:10])[F:9])=[CH:4][CH:3]=2)[CH:23]=1 |f:5.6.7,^1:41,43,62,81|. Procedure details: To a solution of commercially available 4-iodobenzotrifluoride (1.36 g, 5.00 mmol) in THF (13 mL) at −78° C. was added isopropylmagnesium chloride (2 M in THF, 2.63 mL, 5.25 mmol) within 2 min keeping the internal temperature below −65° C., stirring was continued at −78 to −20° C. for 60 min. ZnCl2 (1 M in THF, 5.50 mL, 5.50 mmol) was added, the cooling bath was removed, the mixture was allowed to reach 23° C. and stirred at 23° C. for 35 min. Pd(PPh3)4 (58 mg, 1 mol %) and 4-bromo-6-trifluorome...